Dataset: the Open Reaction Database (ORD), a public repository of structured organic reaction records. Task: describe an organic reaction: reactants, conditions, products, and yield Reactants: C(C)(C)(C)OC(NC(=N)C1=CC=C(C=C1)CNC([C@@H](OC)C1=C(C=C(C=C1F)OC)F)=O)=O ((S)-[(4-{[2-(2,6-difluoro-4-methoxy-phenyl)-2-methoxy-acetylamino]-methyl}-phenyl)-imino-methyl]-carbamic acid tert-butyl ester), C(=O)O (formic acid). Solvent: O (water). Run at time 8 hour. Yields the product C(N)(=N)C1=CC=C(CNC([C@@H](OC)C2=C(C=C(C=C2F)OC)F)=O)C=C1 ((S)-N-(4-carbamimidoyl-benzyl)-2-(2,6-difluoro-4-methoxy-phenyl)-2-methoxy-acetamide). As a reaction SMILES: C(OC(=O)[NH:7][C:8]([C:10]1[CH:15]=[CH:14][C:13]([CH2:16][NH:17][C:18](=[O:32])[C@H:19]([C:22]2[C:27]([F:28])=[CH:26][C:25]([O:29][CH3:30])=[CH:24][C:23]=2[F:31])[O:20][CH3:21])=[CH:12][CH:11]=1)=[NH:9])(C)(C)C.C(O)=O>O>[C:8]([C:10]1[CH:11]=[CH:12][C:13]([CH2:16][NH:17][C:18](=[O:32])[C@H:19]([C:22]2[C:27]([F:28])=[CH:26][C:25]([O:29][CH3:30])=[CH:24][C:23]=2[F:31])[O:20][CH3:21])=[CH:14][CH:15]=1)(=[NH:7])[NH2:9]. Reported procedure: A suspension of (S)-[(4-{[2-(2,6-difluoro-4-methoxy-phenyl)-2-methoxy-acetylamino]-methyl}-phenyl)-imino-methyl]-carbamic acid tert-butyl ester in water was treated with formic acid. The solution was stirred for 8 hrs at rt, then concentrated, redissolved twice in water, concentrated and dried to give (S)-N-(4-carbamimidoyl-benzyl)-2-(2,6-difluoro-4-methoxy-phenyl)-2-methoxy-acetamide formiate (78 mg) as white foam. MS 364.1 ([M+H]+) The reactants are C(C)(=O)OC\C=C(\CCC1=C(C(C(=C(C1=O)C)C)=O)C)/C ((E)-3-methyl-5-(2,4,5-trimethyl-3,6-dioxo-1,4-cyclohexadien-1-yl)-2-pentenyl acetate), S(=O)([O-])S(=O)[O-].[Na+].[Na+] (sodium dithionite). The solvent is O (water), C1CCOC1 (THF). Yields the product C(C)(=O)OC\C=C(\CCC1=C(C(=C(C(=C1C)O)C)C)O)/C ((E)-5-(2,5-dihydroxy-3,4,6-trimethylphenyl)-3-methyl-2-pentenyl acetate). Yield: 89.0%. Reaction SMILES: [C:1]([O:4][CH2:5]/[CH:6]=[C:7](\[CH3:21])/[CH2:8][CH2:9][C:10]1[C:15](=[O:16])[C:14]([CH3:17])=[C:13]([CH3:18])[C:12](=[O:19])[C:11]=1[CH3:20])(=[O:3])[CH3:2].S(S([O-])=O)([O-])=O.[Na+].[Na+]>C1COCC1.O>[C:1]([O:4][CH2:5]/[CH:6]=[C:7](\[CH3:21])/[CH2:8][CH2:9][C:10]1[C:11]([CH3:20])=[C:12]([OH:19])[C:13]([CH3:18])=[C:14]([CH3:17])[C:15]=1[OH:16])(=[O:3])[CH3:2] |f:1.2.3|. Reported procedure: A solution of 3.27 g (11.3 mmol) of (E)-3-methyl-5-(2,4,5-trimethyl-3,6-dioxo-1,4-cyclohexadien-1-yl)-2-pentenyl acetate in 60 ml of THF was treated dropwise with 40 ml of a freshly Prepared 0.5M sodium dithionite solution. After completion of the addition the mixture was diluted with water and extracted with chloroform. The combined extracts were washed with water and freed from solvent. The solid residue was washed with hexane and dried under oil pump vacuum, yielding 2.94 g of (E)-5-(2,5-dihy...